Task: describe an organic reaction: reactants, conditions, products, and yield. Dataset: the Open Reaction Database (ORD), a public repository of structured organic reaction records The reactants are CC1=C(C=CC=C1)OC (2-Methylanisole), [N+](=O)(O)[O-] (nitric acid), [N+](=O)(O)[O-] (nitric acid). The solvent is C(C)(=O)O (acetic acid), ClCCl (dichloromethane). Reaction conditions: time 30 minute. The product is COC1=C(C=C(C=C1)[N+](=O)[O-])C (1-methoxy-2-methyl-4-nitrobenzene). As a reaction SMILES: [CH3:1][C:2]1[CH:7]=[CH:6][CH:5]=[CH:4][C:3]=1[O:8][CH3:9].[N+:10]([O-])([OH:12])=[O:11]>C(O)(=O)C.ClCCl>[CH3:9][O:8][C:3]1[CH:4]=[CH:5][C:6]([N+:10]([O-:12])=[O:11])=[CH:7][C:2]=1[CH3:1]. Procedure details: 2-Methylanisole (2.5 ml) in acetic acid (140 ml) and dichloromethane (150 m) was cooled to 15° C. Concentrated nitric acid (20 ml) was added slowly keeping the temperature of the reaction below 40° C. The reaction was stirred at ambient temperature for 30 minutes and cooled to 0° C. before adding fuming nitric acid (50 ml) dropwise. The reaction mixture was allowed to warm to ambient temperature slowly and stirred for a further 4 days. The reaction mixture was poured onto ice water (600 ml) and ...